Dataset: the Open Reaction Database (ORD), a public repository of structured organic reaction records. Task: describe an organic reaction: reactants, conditions, products, and yield Reactants: C(C)(C)(C)[Si](OC1=CC=C(C=C1)C1=NOC(=C1C1=CC=CC=C1)C1(CC1)C(C)O)(C)C ((±)-1-(1-{3-[4-(tert-butyl-dimethyl-silanyloxy)-phenyl]-4-phenyl-isoxazol-5-yl}-cyclopropy)-ethanol), [Cl-].[NH4+] (ammonium chloride), C(C)(=O)OCC (ethyl acetate), Example 178A, O.[F-].C(CCC)[N+](CCCC)(CCCC)CCCC (tetrabutylammonium fluoride hydrate). Run in C1CCOC1 (THF). Run at time 4 hour. Yields the product OC(C)C1(CC1)C1=C(C(=NO1)C1=CC=C(C=C1)O)C1=CC=CC=C1 ((±)-4-{5-{1-(1-hydroxy-ethyl)-cyclopropyl]-4-phenyl-isoxazol-3-yl}-phenol). RXN SMILES: C([Si](C)(C)[O:6][C:7]1[CH:12]=[CH:11][C:10]([C:13]2[C:17]([C:18]3[CH:23]=[CH:22][CH:21]=[CH:20][CH:19]=3)=[C:16]([C:24]3([CH:27]([OH:29])[CH3:28])[CH2:26][CH2:25]3)[O:15][N:14]=2)=[CH:9][CH:8]=1)(C)(C)C.O.[F-].C([N+](CCCC)(CCCC)CCCC)CCC.[Cl-].[NH4+].C(OCC)(=O)C>C1COCC1>[OH:29][CH:27]([C:24]1([C:16]2[O:15][N:14]=[C:13]([C:10]3[CH:9]=[CH:8][C:7]([OH:6])=[CH:12][CH:11]=3)[C:17]=2[C:18]2[CH:23]=[CH:22][CH:21]=[CH:20][CH:19]=2)[CH2:26][CH2:25]1)[CH3:28] |f:1.2.3,4.5|. Reported procedure: To a solution of (±)-1-(1-{3-[4-(tert-butyl-dimethyl-silanyloxy)-phenyl]-4-phenyl-isoxazol-5-yl}-cyclopropy)-ethanol, which may be produced as in Example 178A (2.2 g) in 60 mL of anhydrous THF is added tetrabutylammonium fluoride hydrate (2.6 g.) The reaction mixture is stirred at room temperature for 4 hrs. Saturated ammonium chloride (50 mL) is added to the reaction mixture, followed with 300 mL of ethyl acetate. The aqueous layer are separated and then the organic layer is washed with additio... Starting materials: COCCN(C(=O)OC(C)(C)C)S(=O)(=O)ON1C(=O)CCC1=O, ClCCl, O=C(O)C(F)(F)F. As a reaction SMILES: [C:1]([O:2][C:3](=[O:4])[N:8]([CH2:9][CH2:10][O:11][CH3:12])[S:13](=[O:14])(=[O:15])[O:16][N:17]1[C:18](=[O:23])[CH2:19][CH2:20][C:21]1=[O:22])([CH3:5])([CH3:6])[CH3:7].[Cl:31][CH2:32][Cl:33].[OH:24][C:25]([C:26]([F:27])([F:28])[F:29])=[O:30]>>[NH:8]([CH2:9][CH2:10][O:11][CH3:12])[S:13](=[O:14])(=[O:15])[O:16][N:17]1[C:18](=[O:23])[CH2:19][CH2:20][C:21]1=[O:22]. Yields the product COCCNS(=O)(=O)ON1C(=O)CCC1=O. Reactants: C[SiH](C)OC1Oc2cc(C(C)(C)C)ccc2C1=O, CC(C)C[AlH]CC(C)C, ClCCl. Reaction SMILES: [C:1]([CH3:2])([CH3:3])([CH3:4])[c:5]1[cH:6][c:7]2[c:8]([cH:17][cH:18]1)[C:9](=[O:16])[CH:10]([O:12][SiH:13]([CH3:14])[CH3:15])[O:11]2.[CH3:19][CH:20]([CH2:21][AlH:22][CH2:23][CH:24]([CH3:25])[CH3:26])[CH3:27].[Cl:28][CH2:29][Cl:30]>>[C:1]([CH3:2])([CH3:3])([CH3:4])[c:5]1[cH:6][c:7]2[c:8]([cH:17][cH:18]1)[CH:9]([OH:16])[CH:10]([O:12][SiH:13]([CH3:14])[CH3:15])[O:11]2. The product is C[SiH](C)OC1Oc2cc(C(C)(C)C)ccc2C1O. Starting materials: CC(C)(C)OC(=O)Nc1sccc1-c1ccccc1, O=C1CCC(=O)N1Cl, ClCCl. Yields the product CC(C)(C)OC(=O)Nc1sc(Cl)cc1-c1ccccc1. RXN SMILES: [C:1](=[O:2])([O:3][C:4]([CH3:5])([CH3:6])[CH3:7])[NH:8][c:9]1[s:10][cH:11][cH:12][c:13]1-[c:14]1[cH:15][cH:16][cH:17][cH:18][cH:19]1.[Cl:20][N:21]1[C:22](=[O:23])[CH2:24][CH2:25][C:26]1=[O:27].[Cl:28][CH2:29][Cl:30]>>[C:1](=[O:2])([O:3][C:4]([CH3:5])([CH3:6])[CH3:7])[NH:8][c:9]1[s:10][c:11]([Cl:20])[cH:12][c:13]1-[c:14]1[cH:15][cH:16][cH:17][cH:18][cH:19]1. The reactants are CC(=O)O, CCO, CCOC(=O)c1cnn(-c2ccc(OCC(C)(C)C)c(C#N)c2)c1N, [Na+], [OH-], O. Product: CC(C)(C)COc1ccc(-n2ncc(C(=O)O)c2N)cc1C#N. As a reaction SMILES: [CH3:29][C:30](=[O:31])[OH:32].[CH3:33][CH2:34][OH:35].[NH2:1][c:2]1[c:3]([C:21](=[O:22])[O:23][CH2:24][CH3:25])[cH:4][n:5][n:6]1-[c:7]1[cH:8][c:9]([C:19]#[N:20])[c:10]([O:13][CH2:14][C:15]([CH3:16])([CH3:17])[CH3:18])[cH:11][cH:12]1.[Na+:27].[OH-:26].[OH2:28]>>[NH2:1][c:2]1[c:3]([C:21](=[O:22])[OH:23])[cH:4][n:5][n:6]1-[c:7]1[cH:8][c:9]([C:19]#[N:20])[c:10]([O:13][CH2:14][C:15]([CH3:16])([CH3:17])[CH3:18])[cH:11][cH:12]1. Starting materials: CO, [H][H], O=[N+]([O-])c1cccnc1NCc1cccs1, N. Product: Nc1cccnc1NCc1cccs1. As a reaction SMILES: [CH3:20][OH:21].[H:18][H:19].[N+:1]([O-:2])(=[O:3])[c:4]1[c:5]([NH:10][CH2:11][c:12]2[s:13][cH:14][cH:15][cH:16]2)[n:6][cH:7][cH:8][cH:9]1.[NH3:17]>>[NH2:1][c:4]1[c:5]([NH:10][CH2:11][c:12]2[s:13][cH:14][cH:15][cH:16]2)[n:6][cH:7][cH:8][cH:9]1. Isolated yield 40.6%. Procedure: To a saturated solution of pentafluoroiodoethane (0.84 M, in diethyl ether) (15.3 mL, 13.3 mmol), was slowly added a solution of methyllithium/lithium bromide (1.5 M, in diethyl ether) (8.9 mL, 13.3 mmol) under nitrogen atmosphere at −78° C. The reaction mixture was stirred for 20 minutes and then 3-(5-bromo-2-fluoro-phenyl)-N-methoxy-N-methylacrylamide (1.3 g, 4.4 mmol, in tetrahydrofuran 10.0 mL) prepared in Step 3 was slowly added thereto at −78° C. The reaction mixture was stirred at room te... As a reaction SMILES: [F:1][C:2]([F:8])([F:7])[C:3]([F:6])([F:5])I.C[Li].[Br-].[Li+].[Br:13][C:14]1[CH:15]=[CH:16][C:17]([F:28])=[C:18]([CH:20]=[CH:21][C:22](N(OC)C)=[O:23])[CH:19]=1>>[Br:13][C:14]1[CH:15]=[CH:16][C:17]([F:28])=[C:18]([CH:20]=[CH:21][C:22](=[O:23])[C:3]([F:6])([F:5])[C:2]([F:8])([F:7])[F:1])[CH:19]=1 |f:1.2.3|. Run at time 20 minute. Yields the product BrC=1C=CC(=C(C1)C=CC(C(C(F)(F)F)(F)F)=O)F (1-(5-bromo-2-fluoro-phenyl)-4,4,5,5,5-pentafluoro-pent-1-en-3-one). Reactants: FC(C(I)(F)F)(F)F (pentafluoroiodoethane), C[Li].[Br-].[Li+] (methyllithium lithium bromide), BrC=1C=CC(=C(C1)C=CC(=O)N(C)OC)F (3-(5-bromo-2-fluoro-phenyl)-N-methoxy-N-methylacrylamide). As a reaction SMILES: [CH3:22][CH2:23][OH:24].[Cl:15][CH2:16][c:17]1[n:18][cH:19][nH:20][cH:21]1.[ClH:14].[Na:1].[OH:2][N:3]1[C:4](=[O:13])[c:5]2[c:6]([cH:9][cH:10][cH:11][cH:12]2)[C:7]1=[O:8]>>[O:2]([N:3]1[C:4](=[O:13])[c:5]2[c:6]([cH:9][cH:10][cH:11][cH:12]2)[C:7]1=[O:8])[CH2:16][c:17]1[n:18][cH:19][nH:20][cH:21]1. The product is O=C1c2ccccc2C(=O)N1OCc1c[nH]cn1. Starting materials: CCO, ClCc1c[nH]cn1, Cl, [Na], O=C1c2ccccc2C(=O)N1O. Reaction SMILES: [CH2:1]([N:8]([CH2:25][C:26]1[CH:31]=[CH:30][CH:29]=[CH:28][CH:27]=1)[CH:9]1[CH2:15][CH2:14][CH:13]2[CH2:16][CH:10]1[C:11](=[O:24])[N:12]2[C:17]([O:19][C:20]([CH3:23])([CH3:22])[CH3:21])=[O:18])[C:2]1[CH:7]=[CH:6][CH:5]=[CH:4][CH:3]=1.[BH4-].[Na+]>C1COCC1.O>[CH2:25]([N:8]([CH2:1][C:2]1[CH:3]=[CH:4][CH:5]=[CH:6][CH:7]=1)[C@H:9]1[CH2:15][CH2:14][C@@H:13]([NH:12][C:17](=[O:18])[O:19][C:20]([CH3:22])([CH3:23])[CH3:21])[CH2:16][C@H:10]1[CH2:11][OH:24])[C:26]1[CH:31]=[CH:30][CH:29]=[CH:28][CH:27]=1 |f:1.2|. Product: C(C1=CC=CC=C1)N([C@@H]1[C@@H](C[C@@H](CC1)NC(OC(C)(C)C)=O)CO)CC1=CC=CC=C1 (tert-butyl (1R,3R,4S)-4-(dibenzylamino)-3-(hydroxymethyl)cyclohexylcarbamate). Isolated yield 72.4%. The reactants are 11q, C(C1=CC=CC=C1)N(C1C2C(N(C(CC1)C2)C(=O)OC(C)(C)C)=O)CC2=CC=CC=C2 (tert-butyl 2-(dibenzylamino)-7-oxo-6-aza-bicyclo[3.2.1]octane-6-carboxylate), [BH4-].[Na+] (sodium borohydride). Procedure details: Examples 11p and 11q, Step 3: To a solution of tert-butyl 2-(dibenzylamino)-7-oxo-6-aza-bicyclo[3.2.1]octane-6-carboxylate (3.12 g, 7.42 mmoles) in 50 ml of THF and 10 ml of water was added sodium borohydride (1.4 g, 37.1 mmoles), and the mixture was stirred for 6 hours at room temperature. The reaction was quenched with saturatedd sodium bicarbonate, and the product was extracted with EtOAc three times. The combined extracts were washed with brine, dried over Na2SO4 and evaporated to give an oi... Reaction conditions: time 6 hour. Run in C1CCOC1 (THF), O (water). Product: C(C)(=O)OC1(CC2(C=3C(C4=CC5=CC=CC=C5C=C4C(C3C1)=O)=O)OCCO2)C(C)=O (rac-3-acetoxy-3-acetyl-1,1-ethylenedioxy-1,2,3,4,5,12-hexahydro-5,12-dioxonaphthacene). The reactants are C(C)(=O)O[C@H]1[C@@H](C2=C1C=CC=C2)OC(C)=O (trans-1,2-diacetoxy-1,2-dihydrobenzocyclobutene), C(C)(=O)OC1(CC2(C=3C(C=CC(C3C1)=O)=O)OCCO2)C(C)=O (rac-3-acetoxy-3-acetyl-1,1-ethylenedioxy-1,2,3,4,5,8-hexahydro-5,8-dioxonaphthalene). The solvent is C=1(C(=CC=CC1)C)C (xylene). As a reaction SMILES: C(O[C@@H:5]1[C:8]2[CH:9]=[CH:10][CH:11]=[CH:12][C:7]=2[C@H:6]1OC(=O)C)(=O)C.[C:17]([O:20][C:21]1([C:37](=[O:39])[CH3:38])[CH2:30][C:29]2[C:28](=[O:31])[CH:27]=[CH:26][C:25](=[O:32])[C:24]=2[C:23]2([O:36][CH2:35][CH2:34][O:33]2)[CH2:22]1)(=[O:19])[CH3:18]>C1(C)C(C)=CC=CC=1>[C:17]([O:20][C:21]1([C:37](=[O:39])[CH3:38])[CH2:30][C:29]2[C:28](=[O:31])[C:27]3[C:26](=[CH:6][C:7]4[C:8]([CH:5]=3)=[CH:9][CH:10]=[CH:11][CH:12]=4)[C:25](=[O:32])[C:24]=2[C:23]2([O:36][CH2:35][CH2:34][O:33]2)[CH2:22]1)(=[O:19])[CH3:18]. Procedure: A mixture of 165 mg (0.75 mmol) of trans-1,2-diacetoxy-1,2-dihydrobenzocyclobutene and 160 mg (0.50 mmol) of rac-3-acetoxy-3-acetyl-1,1-ethylenedioxy-1,2,3,4,5,8-hexahydro-5,8-dioxonaphthalene [prepared as described in Example 7(A)] in 15 ml of xylene was stirred and heated under reflux under an atmosphere of nitrogen for 16 hours. The solution was evaporated to dryness and the yellow residue was stirred with 5 ml of diethyl ether and filtered to give 119 mg (57%) of rac-3-acetoxy-3-acetyl-1,1-e... The yield is 56.6%.